This data is from the Open Reaction Database (ORD), a public repository of structured organic reaction records. The task is: describe an organic reaction: reactants, conditions, products, and yield Starting materials: FC(C1=NC2=C(N1C1=NC(=NC(=N1)N1CCOCC1)C1CCN(CC1)S(=O)(=O)CCN(C)C)C=CC=C2OC)F (N-[2-({4-[4-[2-(difluoromethyl)-4-methoxy-1H-benzimidazol-1-yl]-6-(4-morpholinyl)-1,3,5-triazin-2-yl]-1-piperidinyl}sulfonyl)ethyl]-N,N-dimethylamine), Cl (HCl). Run in CO (MeOH), CO (MeOH). The product is Cl.FC(C1=NC2=C(N1C1=NC(=NC(=N1)N1CCOCC1)C1CCN(CC1)S(=O)(=O)CCN(C)C)C=CC=C2OC)F (N-[2-({4-[4-[2-(difluoromethyl)-4-methoxy-1H-benzimidazol-1-yl]-6-(4-morpholinyl)-1,3,5-triazin-2-yl]-1-piperidinyl}sulfonyl)ethyl]-N,N-dimethylamine hydrochloride). RXN SMILES: [F:1][CH:2]([F:40])[C:3]1[N:7]([C:8]2[N:13]=[C:12]([N:14]3[CH2:19][CH2:18][O:17][CH2:16][CH2:15]3)[N:11]=[C:10]([CH:20]3[CH2:25][CH2:24][N:23]([S:26]([CH2:29][CH2:30][N:31]([CH3:33])[CH3:32])(=[O:28])=[O:27])[CH2:22][CH2:21]3)[N:9]=2)[C:6]2[CH:34]=[CH:35][CH:36]=[C:37]([O:38][CH3:39])[C:5]=2[N:4]=1.[ClH:41]>CO>[ClH:41].[F:40][CH:2]([F:1])[C:3]1[N:7]([C:8]2[N:13]=[C:12]([N:14]3[CH2:19][CH2:18][O:17][CH2:16][CH2:15]3)[N:11]=[C:10]([CH:20]3[CH2:21][CH2:22][N:23]([S:26]([CH2:29][CH2:30][N:31]([CH3:33])[CH3:32])(=[O:28])=[O:27])[CH2:24][CH2:25]3)[N:9]=2)[C:6]2[CH:34]=[CH:35][CH:36]=[C:37]([O:38][CH3:39])[C:5]=2[N:4]=1 |f:3.4|. Reported procedure: To a suspension of N-[2-({4-[4-[2-(difluoromethyl)-4-methoxy-1H-benzimidazol-1-yl]-6-(4-morpholinyl)-1,3,5-triazin-2-yl]-1-piperidinyl}sulfonyl)ethyl]-N,N-dimethylamine from the previous step in MeOH (50 mL) was added a slight excess of 1.25 M HCl in MeOH (95 μL) to give a clear solution. The solvent was removed under vacuum and the residue was washed with EtOAc to give N-[2-({4-[4-[2-(difluoromethyl)-4-methoxy-1H-benzimidazol-1-yl]-6-(4-morpholinyl)-1,3,5-triazin-2-yl]-1-piperidinyl}sulfonyl)et... The reactants are OC1=CC2=C(SC(O2)=O)C=C1 (6-hydroxy-1,3-benzoxathiol-2-one), C([O-])([O-])=O.[K+].[K+] (potassium carbonate), ClCC1=CSC=C1 (3-chloromethylthiophene). Run in CN(C=O)C (dimethylformamide). Reaction conditions: time 20 minute. Yields the product S1C=C(C=C1)COC1=CC2=C(SC(O2)=O)C=C1 (6-(3-thienylmethoxy)-1,3-benzoxathiol-2-one). The yield is 37.8%. As a reaction SMILES: [OH:1][C:2]1[CH:11]=[CH:10][C:5]2[S:6][C:7](=[O:9])[O:8][C:4]=2[CH:3]=1.C(=O)([O-])[O-].[K+].[K+].Cl[CH2:19][C:20]1[CH:24]=[CH:23][S:22][CH:21]=1>CN(C)C=O>[S:22]1[CH:23]=[CH:24][C:20]([CH2:19][O:1][C:2]2[CH:11]=[CH:10][C:5]3[S:6][C:7](=[O:9])[O:8][C:4]=3[CH:3]=2)=[CH:21]1 |f:1.2.3|. Procedure details: A mixture of 6-hydroxy-1,3-benzoxathiol-2-one (15 g) and potassium carbonate (13.8 g) in dimethylformamide (200 mL) is stirred for 20 minutes, and is then treated, dropwise, with 3-chloromethylthiophene (11.8 g). The mixture is stirred at 60° C. for 16 hours. The reaction mixture is then concentrated in vacuo, and partitioned between water (200 mL) and ethyl acetate (200 mL). The aqueous layer is extracted with ethyl acetate (100 mL) and with diethyl ether (100 mL), and the combined aqueous laye... Reactants: Cl (HCl), C(C1=CC=CC=C1)O[C@@H]1[C@@]2(CO[C@]([C@@H]([C@H]1OCC1=CC=CC=C1)OCC1=CC=CC=C1)(O2)C2=CC(=C(C=C2)Cl)CC2=CC=C(C=C2)OCC2=CC=CC=C2)CO ([(1S,2S,3S,4R,5S)-2,3,4-tribenzyloxy-5-[3-[(4-benzyloxyphenyl)methyl]-4-chloro-phenyl]-6,8-dioxabicyclo[3.2.1]octan-1-yl]methanol), C([O-])(O)=O.[Na+] (sodium bicarbonate), [Br-].[K+] (potassium bromide), Cl[O-].[Na+] (sodium hypochlorite). The solvent is O1CCCC1 (tetrahydrofuran). Reaction conditions: temperature 0 celsius, time 40 minute. Yields the product C(C1=CC=CC=C1)O[C@@H]1[C@@]2(CO[C@]([C@@H]([C@H]1OCC1=CC=CC=C1)OCC1=CC=CC=C1)(O2)C2=CC(=C(C=C2)Cl)CC2=CC=C(C=C2)OCC2=CC=CC=C2)C(=O)O ((1S,2S,3S,4R,5S)-2,3,4-tribenzyloxy-5-[3-[(4-benzyloxyphenyl)methyl]-4-chloro-phenyl]-6,8-dioxabicyclo[3.2.1]octane-1-carboxylic acid). Isolated yield 101.3%. As a reaction SMILES: [CH2:1]([O:8][C@H:9]1[C@H:15]([O:16][CH2:17][C:18]2[CH:23]=[CH:22][CH:21]=[CH:20][CH:19]=2)[C@@H:14]([O:24][CH2:25][C:26]2[CH:31]=[CH:30][CH:29]=[CH:28][CH:27]=2)[C@:13]2([C:33]3[CH:38]=[CH:37][C:36]([Cl:39])=[C:35]([CH2:40][C:41]4[CH:46]=[CH:45][C:44]([O:47][CH2:48][C:49]5[CH:54]=[CH:53][CH:52]=[CH:51][CH:50]=5)=[CH:43][CH:42]=4)[CH:34]=3)[O:32][C@@:10]1([CH2:55][OH:56])[CH2:11][O:12]2)[C:2]1[CH:7]=[CH:6][CH:5]=[CH:4][CH:3]=1.C(=O)(O)[O-:58].[Na+].[Br-].[K+].Cl[O-].[Na+].Cl>O1CCCC1>[CH2:1]([O:8][C@H:9]1[C@H:15]([O:16][CH2:17][C:18]2[CH:19]=[CH:20][CH:21]=[CH:22][CH:23]=2)[C@@H:14]([O:24][CH2:25][C:26]2[CH:31]=[CH:30][CH:29]=[CH:28][CH:27]=2)[C@:13]2([C:33]3[CH:38]=[CH:37][C:36]([Cl:39])=[C:35]([CH2:40][C:41]4[CH:42]=[CH:43][C:44]([O:47][CH2:48][C:49]5[CH:54]=[CH:53][CH:52]=[CH:51][CH:50]=5)=[CH:45][CH:46]=4)[CH:34]=3)[O:32][C@@:10]1([C:55]([OH:58])=[O:56])[CH2:11][O:12]2)[C:2]1[CH:3]=[CH:4][CH:5]=[CH:6][CH:7]=1 |f:1.2,3.4,5.6|. Procedure details: To a solution of [(1S,2S,3S,4R,5S)-2,3,4-tribenzyloxy-5-[3-[(4-benzyloxyphenyl)methyl]-4-chloro-phenyl]-6,8-dioxabicyclo[3.2.1]octan-1-yl]methanol 25l (0.45 g, 0.58 mmol) in tetrahydrofuran (20 mL) was added sodium bicarbonate (0.49 g, 5.8 mmol) at room temperature, and then potassium bromide (6.9 mg, 0.06 mmol), 2,2,6,6-tetramethylpiperidinooxy (9 mg, 0.06 mmol) and sodium hypochlorite (9 mL, available chlorine ≧5.5%) were added in turn at 0° C. The mixture was stirred at 0° C. for 40 min and a... Starting materials: O=C([O-])[O-], O=C(N1CCc2ccc(Cl)c(OS(=O)(=O)C(F)(F)F)c2CC1)C(F)(F)F, [Cs+], [Cs+], O=C(C=Cc1ccccc1)C=Cc1ccccc1, O=C(C=Cc1ccccc1)C=Cc1ccccc1, O=C(C=Cc1ccccc1)C=Cc1ccccc1, [Pd], [Pd], NC1(c2ccccc2)CC1, c1ccc(P(c2ccccc2)c2ccc3ccccc3c2-c2c(P(c3ccccc3)c3ccccc3)ccc3ccccc23)cc1. Yields the product O=C(N1CCc2ccc(Cl)c(NC3(c4ccccc4)CC3)c2CC1)C(F)(F)F. Reaction SMILES: [C:83](=[O:84])([O-:85])[O-:86].[Cl:1][c:2]1[c:3]([O:19][S:20]([C:21]([F:22])([F:23])[F:24])(=[O:25])=[O:26])[c:4]2[c:5]([cH:17][cH:18]1)[CH2:6][CH2:7][N:8]([C:11]([C:12]([F:13])([F:14])[F:15])=[O:16])[CH2:9][CH2:10]2.[Cs+:87].[Cs+:88].[O:109]=[C:110]([CH:111]=[CH:112][c:113]1[cH:114][cH:115][cH:116][cH:117][cH:118]1)[CH:119]=[CH:120][c:121]1[cH:122][cH:123][cH:124][cH:125][cH:126]1.[O:127]=[C:128]([CH:129]=[CH:130][c:131]1[cH:132][cH:133][cH:134][cH:135][cH:136]1)[CH:137]=[CH:138][c:139]1[cH:140][cH:141][cH:142][cH:143][cH:144]1.[O:91]=[C:92]([CH:93]=[CH:94][c:95]1[cH:96][cH:97][cH:98][cH:99][cH:100]1)[CH:101]=[CH:102][c:103]1[cH:104][cH:105][cH:106][cH:107][cH:108]1.[Pd:89].[Pd:90].[c:27]1([C:33]2([NH2:36])[CH2:34][CH2:35]2)[cH:28][cH:29][cH:30][cH:31][cH:32]1.[cH:37]1[cH:38][cH:39][c:40]([P:41]([c:42]2[cH:43][cH:44][c:45]3[c:46]([cH:47][cH:48][cH:49][cH:50]3)[c:51]2-[c:52]2[c:53]3[c:54]([cH:55][cH:56][cH:57][cH:58]3)[cH:59][cH:60][c:61]2[P:62]([c:63]2[cH:64][cH:65][cH:66][cH:67][cH:68]2)[c:69]2[cH:70][cH:71][cH:72][cH:73][cH:74]2)[c:75]2[cH:76][cH:77][cH:78][cH:79][cH:80]2)[cH:81][cH:82]1>>[Cl:1][c:2]1[c:3]([NH:36][C:33]2([c:27]3[cH:28][cH:29][cH:30][cH:31][cH:32]3)[CH2:34][CH2:35]2)[c:4]2[c:5]([cH:17][cH:18]1)[CH2:6][CH2:7][N:8]([C:11]([C:12]([F:13])([F:14])[F:15])=[O:16])[CH2:9][CH2:10]2.